From a dataset of the Open Reaction Database (ORD), a public repository of structured organic reaction records. describe an organic reaction: reactants, conditions, products, and yield Reactants: Cc1nn(-c2cc3nc(SCc4ccccc4)sc3cc2F)c(=O)n1C, ClCCl, O=C(OO)c1cccc(Cl)c1, O. Yields the product Cc1nn(-c2cc3nc(S(=O)Cc4ccccc4)sc3cc2F)c(=O)n1C. Reaction SMILES: [CH2:4]([c:5]1[cH:6][cH:7][cH:8][cH:9][cH:10]1)[S:11][c:12]1[s:13][c:14]2[c:15]([n:16]1)[cH:17][c:18](-[n:22]1[n:23][c:24]([CH3:29])[n:25]([CH3:28])[c:26]1=[O:27])[c:19]([F:21])[cH:20]2.[Cl:1][CH2:2][Cl:3].[Cl:30][c:31]1[cH:32][c:33]([C:38](=[O:35])[O:39][OH:40])[cH:34][cH:36][cH:37]1.[OH2:41]>>[CH2:4]([c:5]1[cH:6][cH:7][cH:8][cH:9][cH:10]1)[S:11]([c:12]1[s:13][c:14]2[c:15]([n:16]1)[cH:17][c:18](-[n:22]1[n:23][c:24]([CH3:29])[n:25]([CH3:28])[c:26]1=[O:27])[c:19]([F:21])[cH:20]2)=[O:35]. Reported procedure: At ambient temperature, 36.35 g (238.8 mmol) of (3-methoxy-4-methylphenyl)-methanol and 207.6 g (2.4 moles/10 eq.) of manganese oxide are mixed into 730 mL of dichloromethane. Stirring is carried out at ambient temperature overnight, followed by filtration over Celite and rinsing with dichloromethane. After concentration of the combined filtrates, the desired product is obtained. The product is COC=1C(=CC=C(C=O)C1)C (5-Methoxy-4-methylbenzaldehyde). Run in ClCCl (dichloromethane). Reaction conditions: time 8 hour. Starting materials: COC=1C=C(C=CC1C)CO ((3-methoxy-4-methylphenyl)-methanol). Reaction SMILES: [CH3:1][O:2][C:3]1[CH:4]=[C:5]([CH2:10][OH:11])[CH:6]=[CH:7][C:8]=1[CH3:9]>[O-2].[Mn+2].ClCCl>[CH3:1][O:2][C:3]1[C:8]([CH3:9])=[CH:7][CH:6]=[C:5]([CH:4]=1)[CH:10]=[O:11] |f:1.2|. The reagents and catalysts are [O-2].[Mn+2] (manganese oxide).